From a dataset of the Open Reaction Database (ORD), a public repository of structured organic reaction records. describe an organic reaction: reactants, conditions, products, and yield Starting materials: CC=1C(=NC=CC1)C1NC(CC(C1)=O)C1=NC=CC=C1C (3,3″-dimethyl-2′,3′,5′,6′-tetrahydro-1′H-[2,2′;6′,2″]terpyridin-4′-one), O.NN (hydrazine monohydrate), [OH-].[K+] (potassium hydroxide). Solvent: C(COCCO)O (diethylene glycol). Conditions: temperature 125 celsius, time 2 hour. The product is CC=1C(=NC=CC1)C1NC(CCC1)C1=NC=CC=C1C (3,3″-dimethyl-1′,2′,3′,4′,5′,6′-hexahydro-[2,2′;6′,2″]terpyridine). Yield: 96.7%. RXN SMILES: [CH3:1][C:2]1[C:3]([CH:8]2[CH2:13][C:12](=O)[CH2:11][CH:10]([C:15]3[C:20]([CH3:21])=[CH:19][CH:18]=[CH:17][N:16]=3)[NH:9]2)=[N:4][CH:5]=[CH:6][CH:7]=1.O.NN.[OH-].[K+]>C(O)COCCO>[CH3:1][C:2]1[C:3]([CH:8]2[CH2:13][CH2:12][CH2:11][CH:10]([C:15]3[C:20]([CH3:21])=[CH:19][CH:18]=[CH:17][N:16]=3)[NH:9]2)=[N:4][CH:5]=[CH:6][CH:7]=1 |f:1.2,3.4|. Reported procedure: To a solution of 3,3″-dimethyl-2′,3′,5′,6′-tetrahydro-1′H-[2,2′;6′,2″]terpyridin-4′-one (9.6 g, 34.1 mmol) in diethylene glycol (170 mL) was added hydrazine monohydrate (90 mL, 2.89 mol) and potassium hydroxide pellets (57.4 g, 1.02 mol) and the reaction stirred at 125° C. for 2 hours. 50 mL of hydrazine distilled off and water (200 mL) was added the remaining mixture. The solution was extracted with CH2Cl2 (4×300 mL). The combined organic extracts were dried (MgSO4) and concentrated under reduc... Starting materials: Cl (HCl), N1C=NC2=C1C=CC=C2N (1H-benzoimidazol-4-ylamine), N1C=NC2=C1C=CC=C2N (1H-benzoimidazol-4-yl-amine), [N+](=O)([O-])C1=C(C(=CC=C1)N)N (3-nitro-benzene-1,2-diamine), O.C1(=CC=C(C=C1)S(=O)(=O)O)C (p-toluenesulfonic acid monohydrate), [OH-].[Na+] (NaOH). Solvent: C(OCC)(OCC)OCC (triethyl orthoformate). Product: [N+](=O)([O-])C1=CC=CC=2N=CNC21 (4-nitro-benzimidazole). As a reaction SMILES: N1C2C=CC=C(N)C=2N=[CH:2]1.[N+:11]([C:14]1[CH:19]=[CH:18][CH:17]=[C:16]([NH2:20])[C:15]=1[NH2:21])([O-:13])=[O:12].O.C1(C)C=CC(S(O)(=O)=O)=CC=1.Cl.[OH-].[Na+]>C(OCC)(OCC)OCC>[N+:11]([C:14]1[C:15]2[NH:21][CH:2]=[N:20][C:16]=2[CH:17]=[CH:18][CH:19]=1)([O-:13])=[O:12] |f:2.3,5.6|. Reported procedure: EXAMPLE 105 was prepared from 1H-benzoimidazol-4-ylamine (The 1H-benzoimidazol-4-yl-amine was prepared by heating 1.5 g of 3-nitro-benzene-1,2-diamine in 50 mL of triethyl orthoformate with 10 mg of p-toluenesulfonic acid monohydrate at reflux overnight, concentration to dryness under reduced pressure, hydrolysis with refluxing 3N HCl for 1 h and neutralization with NaOH. Then, cooling and collection yielded the 4-nitro-benzimidazole product by filtration. Catalytic reduction using Raney Nickel®... Starting materials: O=C([O-])[O-], CC(c1ccc(O)cc1Cl)C(O)(c1ccc2c(c1)N(C)C(=O)CO2)C(F)(F)F, [Cs+], [Cs+], O=Cc1ccc(F)cc1C(F)(F)F, O. Product: CC(c1ccc(Oc2ccc(C=O)c(C(F)(F)F)c2)cc1Cl)C(O)(c1ccc2c(c1)N(C)C(=O)CO2)C(F)(F)F. RXN SMILES: [C:42](=[O:43])([O-:44])[O-:45].[Cl:1][c:2]1[c:3]([CH:9]([C:10]([C:11]([F:12])([F:13])[F:14])([OH:15])[c:16]2[cH:17][cH:18][c:19]3[c:20]([cH:27]2)[N:21]([CH3:26])[C:22](=[O:25])[CH2:23][O:24]3)[CH3:28])[cH:4][cH:5][c:6]([OH:8])[cH:7]1.[Cs+:46].[Cs+:47].[F:29][c:30]1[cH:31][c:32]([C:38]([F:39])([F:40])[F:41])[c:33]([CH:34]=[O:35])[cH:36][cH:37]1.[OH2:48]>>[Cl:1][c:2]1[c:3]([CH:9]([C:10]([C:11]([F:12])([F:13])[F:14])([OH:15])[c:16]2[cH:17][cH:18][c:19]3[c:20]([cH:27]2)[N:21]([CH3:26])[C:22](=[O:25])[CH2:23][O:24]3)[CH3:28])[cH:4][cH:5][c:6]([O:8][c:30]2[cH:31][c:32]([C:38]([F:39])([F:40])[F:41])[c:33]([CH:34]=[O:35])[cH:36][cH:37]2)[cH:7]1. Starting materials: C(C)OC(CC=1C=C(C(=CC1)OCC1=CC=CC=C1)C1=C(C=C(C=C1)C(F)(F)F)CNCC)=O ((6-benzyloxy-2′-ethylaminomethyl-4′-trifluoromethyl-biphenyl-3-yl)-acetic acid ethyl ester), C(C1=CC=CC=C1)N=C=O (benzyl isocyanate). The product is C(C)OC(CC=1C=C(C(=CC1)OCC1=CC=CC=C1)C1=C(C=C(C=C1)C(F)(F)F)CN(C(=O)NCC1=CC=CC=C1)CC)=O ([2′-(3-Benzyl-1-ethyl-ureidomethyl)-6-benzyloxy-4′-trifluoromethyl-biphenyl-3-yl]-acetic acid ethyl ester). Reaction SMILES: [CH2:1]([O:3][C:4](=[O:34])[CH2:5][C:6]1[CH:7]=[C:8]([C:20]2[CH:25]=[CH:24][C:23]([C:26]([F:29])([F:28])[F:27])=[CH:22][C:21]=2[CH2:30][NH:31][CH2:32][CH3:33])[C:9]([O:12][CH2:13][C:14]2[CH:19]=[CH:18][CH:17]=[CH:16][CH:15]=2)=[CH:10][CH:11]=1)[CH3:2].[CH2:35]([N:42]=[C:43]=[O:44])[C:36]1[CH:41]=[CH:40][CH:39]=[CH:38][CH:37]=1>>[CH2:1]([O:3][C:4](=[O:34])[CH2:5][C:6]1[CH:7]=[C:8]([C:20]2[CH:25]=[CH:24][C:23]([C:26]([F:27])([F:28])[F:29])=[CH:22][C:21]=2[CH2:30][N:31]([CH2:32][CH3:33])[C:43]([NH:42][CH2:35][C:36]2[CH:41]=[CH:40][CH:39]=[CH:38][CH:37]=2)=[O:44])[C:9]([O:12][CH2:13][C:14]2[CH:15]=[CH:16][CH:17]=[CH:18][CH:19]=2)=[CH:10][CH:11]=1)[CH3:2]. Procedure: Prepared according to the procedure described in Example 95, Step 1, using the following starting materials: (6-benzyloxy-2′-ethylaminomethyl-4′-trifluoromethyl-biphenyl-3-yl)-acetic acid ethyl ester and benzyl isocyanate. Starting materials: CNC (dimethyl amine), C([O-])(O)=O.[Na+].C(C)(=O)OCC (sodium bicarbonate ethyl acetate), CNC=1C=CC(=C(C1)NC(OC(C)(C)C)=O)OC (1,1-dimethylethyl [5-(methylamino)-2-(methyloxy)phenyl]carbamate), C([O-])([O-])=O.[K+].[K+] (potassium carbonate), BrCC(=O)Cl (bromoacetylchioride). Solvent: C1CCOC1 (THF), O1CCCC1 (tetrahydrofuran). Conditions: time 45 minute. The product is CN(CC(=O)N(C=1C=CC(=C(C1)NC(OC(C)(C)C)=O)OC)C)C (1,1-dimethylethyl [5-[(N,N-dimethylglycyl)(methyl)amino]-2-(methyloxy)phenyl]carbamate). Yield: 78.0%. Reaction SMILES: [CH3:1][NH:2][C:3]1[CH:4]=[CH:5][C:6]([O:17][CH3:18])=[C:7]([NH:9][C:10](=[O:16])[O:11][C:12]([CH3:15])([CH3:14])[CH3:13])[CH:8]=1.C(=O)([O-])[O-].[K+].[K+].Br[CH2:26][C:27](Cl)=[O:28].[CH3:30][NH:31][CH3:32].C(=O)(O)[O-].[Na+].C(OCC)(=O)C>O1CCCC1>[CH3:30][N:31]([CH3:32])[CH2:26][C:27]([N:2]([CH3:1])[C:3]1[CH:4]=[CH:5][C:6]([O:17][CH3:18])=[C:7]([NH:9][C:10](=[O:16])[O:11][C:12]([CH3:14])([CH3:15])[CH3:13])[CH:8]=1)=[O:28] |f:1.2.3,6.7.8|. Procedure: A suspension of 1,1-dimethylethyl [5-(methylamino)-2-(methyloxy)phenyl]carbamate (2.15 g, 8.52 mmol) and potassium carbonate (2.355 g, 17.04 mmol) in tetrahydrofuran (75 ml) was treated with bromoacetylchioride (0.779 ml, 9.37 mmol), stirred for 45 minutes, and dimethyl amine in THF (17.04 ml, 34.1 mmol) was added. The solution was stirred at room temperature for 8 hours, poured into saturated sodium bicarbonate/ethyl acetate, and the organic layer was separated, dried over sodium sulfate, filte...